This data is from the Open Reaction Database (ORD), a public repository of structured organic reaction records. The task is: describe an organic reaction: reactants, conditions, products, and yield Starting materials: [OH-].[K+] (potassium hydroxide), C[Si](C1=CC(=CO1)CCC(=O)OC)(C)C (methyl 3-(5-trimethylsilyl-3-furyl)propionate). Run in C(C)O.O (ethanol water), C(C)O.O (ethanol water). Reaction conditions: time 5 hour. Product: C[Si](C1=CC(=CO1)CCC(=O)O)(C)C (3-(5-Trimethylsilyl-3-furyl)propionic acid). RXN SMILES: [OH-].[K+].[CH3:3][Si:4]([CH3:17])([CH3:16])[C:5]1[O:9][CH:8]=[C:7]([CH2:10][CH2:11][C:12]([O:14]C)=[O:13])[CH:6]=1>C(O)C.O>[CH3:17][Si:4]([CH3:3])([CH3:16])[C:5]1[O:9][CH:8]=[C:7]([CH2:10][CH2:11][C:12]([OH:14])=[O:13])[CH:6]=1 |f:0.1,3.4|. Reported procedure: A solution of potassium hydroxide (446 mg, 7.96 mmol) in 95% ethanol/water (4 ml) was added to a solution of methyl 3-(5-trimethylsilyl-3-furyl)propionate(1.2 g, 5.3 mmol), prepared as in Example 2, in 95% ethanol/water (4ml) at 0°. After stirring at 0° for 5 hours and at room temperature for 5 hours, most of the solvent was evaporated. The residue was dissolved in ethyl acetate (15 ml), acidified with hydrochloric acid and the mixture then extracted thoroughly with ethyl acetate. Evaporation of... Procedure: 5-Chloro-7-(3-chlorophenyl)-2-methylpyrazolo[1,5-a]pyrimidine (186 mg) is dissolved in CH2Cl2 (40 mL) and N-iodosuccinimide (NIS, 323 mg) is added to the reaction solution. The reaction mixture is stirred at room temperature for 16 hours. The reaction solvent is removed by distillation under reduced pressure. The remainder is extracted with ethyl acetate and water. The extracted organic layer is washed with 1 M NaHCO3 aqueous solution and brine and dehydrated with anhydrous MgSO4. The dehydrated... Run at time 16 hour. Starting materials: ClC1=NC=2N(C(=C1)C1=CC(=CC=C1)Cl)N=C(C2)C (5-Chloro-7-(3-chlorophenyl)-2-methylpyrazolo[1,5-a]pyrimidine), IN1C(CCC1=O)=O (N-iodosuccinimide). Yield: 87.7%. The solvent is C(Cl)Cl (CH2Cl2). RXN SMILES: [Cl:1][C:2]1[CH:7]=[C:6]([C:8]2[CH:13]=[CH:12][CH:11]=[C:10]([Cl:14])[CH:9]=2)[N:5]2[N:15]=[C:16]([CH3:18])[CH:17]=[C:4]2[N:3]=1.[I:19]N1C(=O)CCC1=O>C(Cl)Cl>[Cl:1][C:2]1[CH:7]=[C:6]([C:8]2[CH:13]=[CH:12][CH:11]=[C:10]([Cl:14])[CH:9]=2)[N:5]2[N:15]=[C:16]([CH3:18])[C:17]([I:19])=[C:4]2[N:3]=1. Product: ClC1=NC=2N(C(=C1)C1=CC(=CC=C1)Cl)N=C(C2I)C (5-chloro-7-(3-chlorophenyl)-3-iodo-2-methylpyrazolo[1,5-a]pyrimidine). Starting materials: COc1ccc2nccc(-n3cc4c(n3)CCC(N(CC(=O)OC(C)(C)C)Cc3ccc5c(c3)NC(=O)CS5)C4)c2n1, CCOCC, Cl. The product is COc1ccc2nccc(-n3cc4c(n3)CCC(N(CC(=O)O)Cc3ccc5c(c3)NC(=O)CS5)C4)c2n1. Reaction SMILES: [C:1]([CH3:2])([CH3:3])([CH3:4])[O:5][C:6]([CH2:7][N:8]([CH2:9][c:10]1[cH:11][cH:12][c:13]2[c:14]([cH:20]1)[NH:15][C:16](=[O:19])[CH2:17][S:18]2)[CH:21]1[CH2:22][c:23]2[cH:24][n:25](-[c:30]3[cH:31][cH:32][n:33][c:34]4[cH:35][cH:36][c:37]([O:40][CH3:41])[n:38][c:39]34)[n:26][c:27]2[CH2:28][CH2:29]1)=[O:42].[CH3:44][CH2:45][O:46][CH2:47][CH3:48].[ClH:43]>>[O:5]=[C:6]([CH2:7][N:8]([CH2:9][c:10]1[cH:11][cH:12][c:13]2[c:14]([cH:20]1)[NH:15][C:16](=[O:19])[CH2:17][S:18]2)[CH:21]1[CH2:22][c:23]2[cH:24][n:25](-[c:30]3[cH:31][cH:32][n:33][c:34]4[cH:35][cH:36][c:37]([O:40][CH3:41])[n:38][c:39]34)[n:26][c:27]2[CH2:28][CH2:29]1)[OH:42]. The reactants are COC(=O)CC1=NC(=NC=C1C(=O)O)C1=CC=CC=C1 (4-Methoxycarbonylmethyl-2-phenyl-pyrimidine-5-carboxylic Acid), [NH4+].[OH-] (NH4OH), Cl (HCl). Solvent: O (H2O). The product is C(N)(=O)CC1=NC(=NC=C1C(=O)O)C1=CC=CC=C1 (4-Carbamoylmethyl-2-phenyl-pyrimidine-5-carboxylic Acid). The yield is 63.0%. RXN SMILES: C[O:2][C:3]([CH2:5][C:6]1[C:11]([C:12]([OH:14])=[O:13])=[CH:10][N:9]=[C:8]([C:15]2[CH:20]=[CH:19][CH:18]=[CH:17][CH:16]=2)[N:7]=1)=O.Cl.[NH4+:22].[OH-]>O>[C:3]([CH2:5][C:6]1[C:11]([C:12]([OH:14])=[O:13])=[CH:10][N:9]=[C:8]([C:15]2[CH:20]=[CH:19][CH:18]=[CH:17][CH:16]=2)[N:7]=1)(=[O:2])[NH2:22] |f:2.3|. Procedure details: A solution of 2.65 g (9.56 mmol) of 4-Methoxycarbonylmethyl-2-phenyl-pyrimidine-5-carboxylic Acid in 11.6 mL of conc NH4OH is stirred at 25° C. for 3 h. The reaction is then diluted with H2O, chilled in ice and acidified with 6M HCl. The product is collected, washed with H2O (2×) and dried in vacuo (low heat) to give 1.55 g (63%) of orange solid: 1H NMR (DMSO-d6) δ 9.17 (s, 1H), 8.44 (m, 2H), 7.67 (s, 1H), 7.60 (m, 3H), 7.02 (s, 1H), 4.12 (s, 2H); MS (ESI)) m/z 256. (M−H). Analysis for C13H11N3O... Starting materials: C=C1CN(C(S1)=N)C1=CC2=C(OC(C(O2)(F)F)(F)F)C=C1 (5-Methylene-3-(2,2,3,3-tetrafluoro-2,3-dihydrobenzo[b][1,4]dioxin-6-yl)thiazolidin-2-imine), CCN(C(C)C)C(C)C (Hunig's base), CC(CC(=O)Cl)(C)C (3,3-dimethylbutanoyl chloride). The solvent is C(Cl)Cl (CH2Cl2), C(C)#N (acetonitrile). Run at temperature 65 celsius. The product is CC(CC(=O)\N=C\1/SC(CN1C1=CC2=C(OC(C(O2)(F)F)(F)F)C=C1)=C)(C)C (3,3-dimethyl-N-[(2Z)-5-methylene-3-(2,2,3,3-tetrafluoro-2,3-dihydro-1,4-benzodioxin-6-yl)-1,3-thiazolidin-2-ylidene]butanamide). As a reaction SMILES: [CH2:1]=[C:2]1[S:6][C:5](=[NH:7])[N:4]([C:8]2[CH:21]=[CH:20][C:11]3[O:12][C:13]([F:19])([F:18])[C:14]([F:17])([F:16])[O:15][C:10]=3[CH:9]=2)[CH2:3]1.CCN(C(C)C)C(C)C.[CH3:31][C:32]([CH3:38])([CH3:37])[CH2:33][C:34](Cl)=[O:35]>C(#N)C.C(Cl)Cl>[CH3:31][C:32]([CH3:38])([CH3:37])[CH2:33][C:34](/[N:7]=[C:5]1\[S:6][C:2](=[CH2:1])[CH2:3][N:4]\1[C:8]1[CH:21]=[CH:20][C:11]2[O:12][C:13]([F:19])([F:18])[C:14]([F:16])([F:17])[O:15][C:10]=2[CH:9]=1)=[O:35]. Reported procedure: To a solution of 5-methylene-3-(2,2,3,3-tetrafluoro-2,3-dihydrobenzo[b][1,4]dioxin-6-yl)thiazolidin-2-imine (Example 22C, 0.14 g, 0.44 mmol) in acetonitrile (3 mL) was added Hunig's base (0.062 g, 0.48 mmol) followed by 3,3-dimethylbutanoyl chloride (0.088 g, 0.66 mmol). The mixture was heated for 12 hours at 65° C. The reaction mixture was cooled down, diluted with CH2Cl2 (50 mL), and washed with water and brine. The organic phase was dried over sodium sulfate, filtered and dried. After evapora... Starting materials: COC1=C(C(=O)N)C=C(C=C1)C (2-Methoxy-5-methylbenzamide), Cl.C(C)(=O)OCC (hydrogen chloride ethyl acetate). Procedure: 2-Methoxy-5-methylbenzamide was treated in the same manner as the reduction shown in Reference Example 2 and further treated with 4 M hydrogen chloride/ethyl acetate solution to obtain 2-methoxy-5-methylbenzylamine. F: 152. The product is COC1=C(CN)C=C(C=C1)C (2-methoxy-5-methylbenzylamine). Reaction SMILES: [CH3:1][O:2][C:3]1[CH:11]=[CH:10][C:9]([CH3:12])=[CH:8][C:4]=1[C:5]([NH2:7])=O.Cl.C(OCC)(=O)C>>[CH3:1][O:2][C:3]1[CH:11]=[CH:10][C:9]([CH3:12])=[CH:8][C:4]=1[CH2:5][NH2:7] |f:1.2|. Starting materials: CCOC(=O)c1ccc(CP(=O)(OCC)OCC)cc1, CCC#CCOc1cc2c(cc1C=O)C(C)(C)CCC2(C)C, [H-], [Na+], CN(C)C=O. The product is CCC#CCOc1cc2c(cc1C=Cc1ccc(C(=O)OCC)cc1)C(C)(C)CCC2(C)C. As a reaction SMILES: [C:3](=[O:4])([O:5][CH2:6][CH3:7])[c:8]1[cH:9][cH:10][c:11]([CH2:12][P:13](=[O:14])([O:15][CH2:16][CH3:17])[O:18][CH2:19][CH3:20])[cH:21][cH:22]1.[CH:23](=[O:24])[c:25]1[cH:26][c:27]2[c:32]([cH:33][c:34]1[O:35][CH2:36][C:37]#[C:38][CH2:39][CH3:40])[C:31]([CH3:41])([CH3:42])[CH2:30][CH2:29][C:28]2([CH3:43])[CH3:44].[H-:2].[Na+:1].[O:45]=[CH:46][N:47]([CH3:48])[CH3:49]>>[C:3](=[O:4])([O:5][CH2:6][CH3:7])[c:8]1[cH:9][cH:10][c:11]([CH:12]=[CH:23][c:25]2[cH:26][c:27]3[c:32]([cH:33][c:34]2[O:35][CH2:36][C:37]#[C:38][CH2:39][CH3:40])[C:31]([CH3:41])([CH3:42])[CH2:30][CH2:29][C:28]3([CH3:43])[CH3:44])[cH:21][cH:22]1. The reactants are [O-]S(=O)[O-].[Na+].[Na+] (Na2SO3), C1CCOC1 (THF), NC1=NC=NN2C1=C(C(=C2)COC)C2=CC(=C(C=C2)NC(=O)NC2=C(C=CC(=C2)C(F)(F)F)F)F (1-{4-[4-amino-6-(methoxymethyl)pyrrolo[2,1-f][1,2,4]triazin-5-yl]-2-fluorophenyl}-3-[2-fluoro-5-(trifluoromethyl)phenyl]urea), BrN1C(=O)N(C(=O)C1(C)C)Br (1,3-dibromo-5,5-dimethylhydantoin). Solvent: CCOC(=O)C (EtOAc). Conditions: temperature -40 celsius, time 1 hour. The product is NC1=NC=NN2C1=C(C(=C2Br)COC)C2=CC(=C(C=C2)NC(=O)NC2=C(C=CC(=C2)C(F)(F)F)F)F (1-{4-[4-amino-7-bromo-6-(methoxymethyl)pyrrolo[2,1-f][1,2,4]triazin-5-yl]-2-fluorophenyl}-3-[2-fluoro-5-(trifluoromethyl)phenyl]urea). Isolated yield 107.0%. RXN SMILES: C1COCC1.[NH2:6][C:7]1[C:12]2=[C:13]([C:19]3[CH:24]=[CH:23][C:22]([NH:25][C:26]([NH:28][C:29]4[CH:34]=[C:33]([C:35]([F:38])([F:37])[F:36])[CH:32]=[CH:31][C:30]=4[F:39])=[O:27])=[C:21]([F:40])[CH:20]=3)[C:14]([CH2:16][O:17][CH3:18])=[CH:15][N:11]2[N:10]=[CH:9][N:8]=1.[Br:41]N1C(C)(C)C(=O)N(Br)C1=O.[O-]S([O-])=O.[Na+].[Na+]>CCOC(C)=O>[NH2:6][C:7]1[C:12]2=[C:13]([C:19]3[CH:24]=[CH:23][C:22]([NH:25][C:26]([NH:28][C:29]4[CH:34]=[C:33]([C:35]([F:36])([F:37])[F:38])[CH:32]=[CH:31][C:30]=4[F:39])=[O:27])=[C:21]([F:40])[CH:20]=3)[C:14]([CH2:16][O:17][CH3:18])=[C:15]([Br:41])[N:11]2[N:10]=[CH:9][N:8]=1 |f:3.4.5|. Procedure details: To a solution of THF (500 mL) was added 1-{4-[4-amino-6-(methoxymethyl)pyrrolo[2,1-f][1,2,4]triazin-5-yl]-2-fluorophenyl}-3-[2-fluoro-5-(trifluoromethyl)phenyl]urea (2.29 g, 4.65 mmol). The solution was cooled to −40° C. and then 1,3-dibromo-5,5-dimethylhydantoin (665 mg, 2.33 mmol) was added in two batches 20 min apart. The reaction was stirred at −40° C. for 1 h and then allowed to warm to rt over the following 2 h. Aq saturated Na2SO3 was added to the reaction followed by EtOAc. The layers we... Reactants: Cl.C(C)(=O)N1CC=2C(=NC=3C=CC=CC3C2Cl)CCC1 (2-acetyl-11-chloro-2,3,4,5-tetrahydro-1H-azepino[4,3-b]quinoline hydrochloride), Cl (hydrochloric acid), C1(=C(C(=C(C(=C1F)F)F)N)F)N.Cl.Cl (dihydrochloride). The product is Cl.Cl.ClC1=C2C(=NC=3C=CC=CC13)CCCNC2 (11-Chloro-2,3,4,5-tetrahydro-1H-azepino[4,3-b]quinoline dihydrochloride). RXN SMILES: [ClH:1].C([N:5]1[CH2:20][CH2:19][CH2:18][C:8]2=[N:9][C:10]3[CH:11]=[CH:12][CH:13]=[CH:14][C:15]=3[C:16]([Cl:17])=[C:7]2[CH2:6]1)(=O)C.Cl.C1(N)C(F)=C(F)C(F)=C(N)C=1F.Cl.Cl>>[ClH:17].[ClH:1].[Cl:17][C:16]1[C:15]2[CH:14]=[CH:13][CH:12]=[CH:11][C:10]=2[N:9]=[C:8]2[CH2:18][CH2:19][CH2:20][NH:5][CH2:6][C:7]=12 |f:0.1,3.4.5,6.7.8|. Reported procedure: 11-Chloro-2,3,4,5-tetrahydro-1H-azepino[4,3-b]quinoline dihydrochloride was prepared by hydrolysis of 2-acetyl-11-chloro-2,3,4,5-tetrahydro-1H-azepino[4,3-b]quinoline hydrochloride with 2 N hydrochloric acid. Yield of the dihydrochloride: 11% of theory; m.p. 260° C. (decomp.). The reactants are CN(C=O)C (dimethylformamide), FC(C(=O)OI(OC(C(F)(F)F)=O)C1=CC=CC=C1)(F)F ([bis(trifluoroacetoxy)iodo]benzene), CC(C)(C)OC(=O)N[C@H](CC(=O)N)C(=O)O (N-α-BOC-D-asparagine), N1=CC=CC=C1 (pyridine). Solvent: O (water). The product is CC(C)(C)OC(=O)NC(CN)C(=O)O (N-α-BOC-D-2,3-diaminopropionic Acid). The yield is 25.0%. RXN SMILES: C[N:2](C)C=O.FC(F)(F)C(OI(C1C=CC=CC=1)OC(=O)C(F)(F)F)=O.[CH3:27][C:28]([O:31][C:32]([NH:34][C@@H:35]([C:40]([OH:42])=[O:41])[CH2:36]C(N)=O)=[O:33])([CH3:30])[CH3:29].N1C=CC=CC=1>O>[CH3:30][C:28]([O:31][C:32]([NH:34][CH:35]([C:40]([OH:42])=[O:41])[CH2:36][NH2:2])=[O:33])([CH3:27])[CH3:29]. Procedure: To a 1:1 dimethylformamide:water solution (170 ml) of [bis(trifluoroacetoxy)iodo]benzene (12.89 g, 32.29 mmol, 1.5 equiv) was added N-α-BOC-D-asparagine (5 g, 21.53 mmol, 1 equiv). This solution stirred at room temperature for 0.5 h before pyridine (3.4 g, 43.06 mmol, 2 equiv) was added. After 18 h the reaction was concentrated in vacuo and the residue was redissolved in water before being washed with diethyl ether (2×, 50 ml). The aqueous layer was concentrated in vacuo and the crude product wa...